This data is from the Open Reaction Database (ORD), a public repository of structured organic reaction records. The task is: describe an organic reaction: reactants, conditions, products, and yield Reactants: ClC1=CC=C(OCCN2C3=C(C=4C=CC=CC24)CCN(CC3)C(=O)OC(C)(C)C)C=C1 (tert-Butyl 6-[2-(4-chlorophenoxy)ethyl]-1,4,5,6-tetrahydroazepino[4,5-b]indole-3(2H)-carboxylate), C(F)(F)(F)C(=O)O (CF3CO2H). The solvent is C(Cl)Cl (CH2Cl2). Reaction conditions: time 1 hour. Yields the product Cl.C1CNCCC=2N(C=3C=CC=CC3C21)CCOC2=CC=C(C=C2)Cl (4-Chlorophenyl 2-(2,3,4,5-tetrahydroazepino[4,5-b]indol-6(1H)-yl)ethyl ether hydrochloride). Yield: 189.1%. RXN SMILES: [Cl:1][C:2]1[CH:31]=[CH:30][C:5]([O:6][CH2:7][CH2:8][N:9]2[C:17]3[CH:16]=[CH:15][CH:14]=[CH:13][C:12]=3[C:11]3[CH2:18][CH2:19][N:20](C(OC(C)(C)C)=O)[CH2:21][CH2:22][C:10]2=3)=[CH:4][CH:3]=1.C(C(O)=O)(F)(F)F>C(Cl)Cl>[ClH:1].[CH2:18]1[C:11]2[C:12]3[CH:13]=[CH:14][CH:15]=[CH:16][C:17]=3[N:9]([CH2:8][CH2:7][O:6][C:5]3[CH:4]=[CH:3][C:2]([Cl:1])=[CH:31][CH:30]=3)[C:10]=2[CH2:22][CH2:21][NH:20][CH2:19]1 |f:3.4|. Procedure details: tert-Butyl 6-[2-(4-chlorophenoxy)ethyl]-1,4,5,6-tetrahydroazepino[4,5-b]indole-3(2H)-carboxylate (0.622 g, 1.41 mmol) was dissolved in CH2Cl2 (10 mL) at rt. CF3CO2H (4 mL) was added, then the reaction mixture was stirred for 1 h. The reaction mixture was concentrated and the residue was taken up in EtOAc and washed with 1 N NaOH. The aqueous layer was extracted with EtOAc, and the combined organic layers were washed with brine, dried over MgSO4, filtered, and concentrated. The crude product (0.5... The reactants are Cl.NC1=NC(=CC(=N1)OC)OC (2-amino-4,6-dimethoxy-pyrimidine hydrochloride), CCl (methyl chloride). Yields the product NC1=NC(=CC(=N1)O)OC (2-amino-4-hydroxy-6-methoxy-pyrimidine). RXN SMILES: Cl.[NH2:2][C:3]1[N:8]=[C:7]([O:9]C)[CH:6]=[C:5]([O:11][CH3:12])[N:4]=1.CCl>>[NH2:2][C:3]1[N:8]=[C:7]([OH:9])[CH:6]=[C:5]([O:11][CH3:12])[N:4]=1 |f:0.1|. Procedure: 19.2 g of 2-amino-4,6-dimethoxy-pyrimidine hydrochloride are heated at 150° C. for 2 hours, during which methyl chloride is detached to give 2-amino-4-hydroxy-6-methoxy-pyrimidine. 80 ml of 40% sodium hydroxide solution and 100 ml of dioxane are added, and 22 g of difluorochloromethane are passed in at 70°-75° in the course of 3/4 of an hour. The organic phase is separated off and concentrated to about 1/5 of its volume, the residue is poured into water and the solid precipitate is separated off... The reactants are O (water), C(CO)O (ethylene glycol), C1(=CC=C(C=C1)S(=O)(=O)O)C (p-toluenesulphonic acid), COC1=CC=C(C=C1)C=1N=C(SC1C1=CC=C(C=C1)OC)SCC=O (2-[4,5-bis-(p-methoxyphenyl)-thiazol-2-ylthio]acetaldehyde). Solvent: C1(=CC=CC=C1)C (toluene). Product: C1COC(CSC=2SC(=C(N2)C2=CC=C(C=C2)OC)C2=CC=C(C=C2)OC)O1 (2-[4,5-bis-(p-methoxyphenyl)-thiazol-2-ylthio]acetaldehyde-ethyleneacetal). RXN SMILES: [CH3:1][O:2][C:3]1[CH:8]=[CH:7][C:6]([C:9]2[N:10]=[C:11]([S:22][CH2:23][CH:24]=[O:25])[S:12][C:13]=2[C:14]2[CH:19]=[CH:18][C:17]([O:20][CH3:21])=[CH:16][CH:15]=2)=[CH:5][CH:4]=1.[CH2:26](O)[CH2:27][OH:28].C1(C)C=CC(S(O)(=O)=O)=CC=1.O>C1(C)C=CC=CC=1>[CH2:27]1[O:28][CH:24]([CH2:23][S:22][C:11]2[S:12][C:13]([C:14]3[CH:19]=[CH:18][C:17]([O:20][CH3:21])=[CH:16][CH:15]=3)=[C:9]([C:6]3[CH:7]=[CH:8][C:3]([O:2][CH3:1])=[CH:4][CH:5]=3)[N:10]=2)[O:25][CH2:26]1. Procedure: 0.2 g of 2-[4,5-bis-(p-methoxyphenyl)-thiazol-2-ylthio]acetaldehyde are dissolved in 50 ml of toluene. While stirring vigorously, 1 ml of ethylene glycol and then 0.2 g of p-toluenesulphonic acid are added. The mixture is heated for 40 hours in a water separator, cooled to 20°, filtered with suction, crystallised from hexane/benzene and dried under reduced pressure to constant weight. 2-[4,5-bis-(p-methoxyphenyl)-thiazol-2-ylthio]acetaldehyde-ethyleneacetal is obtained in the form of a viscous o... Reactants: CC(C)(CNc1c([N+](=O)[O-])cnc2ccc(OCc3ccccc3)cc12)NC(=O)OC(C)(C)C, CC#N, [H][H]. Product: CC(C)(CNc1c(N)cnc2ccc(OCc3ccccc3)cc12)NC(=O)OC(C)(C)C. As a reaction SMILES: [CH2:1]([c:2]1[cH:3][cH:4][cH:5][cH:6][cH:7]1)[O:8][c:9]1[cH:10][c:11]2[c:12]([NH:22][CH2:23][C:24]([CH3:25])([CH3:26])[NH:27][C:28]([O:29][C:30]([CH3:31])([CH3:32])[CH3:33])=[O:34])[c:13]([N+:19]([O-:20])=[O:21])[cH:14][n:15][c:16]2[cH:17][cH:18]1.[CH3:37][C:38]#[N:39].[H:35][H:36]>>[CH2:1]([c:2]1[cH:3][cH:4][cH:5][cH:6][cH:7]1)[O:8][c:9]1[cH:10][c:11]2[c:12]([NH:22][CH2:23][C:24]([CH3:25])([CH3:26])[NH:27][C:28]([O:29][C:30]([CH3:31])([CH3:32])[CH3:33])=[O:34])[c:13]([NH2:19])[cH:14][n:15][c:16]2[cH:17][cH:18]1. The reactants are CCO, [Cl-], N, [NH4+], O=C(O)CN1C(=O)CSC1=S, O=Cc1csc(N(c2ccccc2)c2ccccc2)n1. Yields the product O=C(O)CN1C(=O)C(=Cc2csc(N(c3ccccc3)c3ccccc3)n2)SC1=S. As a reaction SMILES: [CH3:35][CH2:36][OH:37].[Cl-:32].[NH3:34].[NH4+:33].[S:21]1[C:22](=[S:23])[N:24]([CH2:28][C:29](=[O:30])[OH:31])[C:25](=[O:26])[CH2:27]1.[c:1]1([N:7]([c:8]2[s:9][cH:10][c:11]([CH:13]=[O:14])[n:12]2)[c:15]2[cH:16][cH:17][cH:18][cH:19][cH:20]2)[cH:2][cH:3][cH:4][cH:5][cH:6]1>>[c:1]1([N:7]([c:8]2[s:9][cH:10][c:11]([CH:13]=[C:27]3[S:21][C:22](=[S:23])[N:24]([CH2:28][C:29](=[O:30])[OH:31])[C:25]3=[O:26])[n:12]2)[c:15]2[cH:16][cH:17][cH:18][cH:19][cH:20]2)[cH:2][cH:3][cH:4][cH:5][cH:6]1. Starting materials: C(=O)C1=CC=CC(=N1)C1=C(C=CC2=CC=CC=C12)CN(C(OC(C)(C)C)=O)C1=CC=CC=C1 (tert-Butyl {[1-(6-formylpyridin-2-yl)-2-naphthyl]methyl}phenylcarbamate), O.C1(=CC=C(C=C1)S(=O)(=O)O)C (p-toluenesulfonic acid monohydrate), C(C)(C)C1=C(N)C(=CC=C1)C(C)C (2,6-diisopropylaniline), O.C1(=CC=C(C=C1)S(=O)(=O)O)C (p-toluenesulfonic acid monohydrate), C(C)(C)C1=C(C=CC=C1)[Li] (2-isopropylphenyllithium). The solvent is O1CCCC1 (tetrahydrofuran), CCOCC (Et2O), O (water). Run at temperature 45 celsius. Product: C(C)(C)C1=C(NC(C2=NC(=CC=C2)C2=C(C=CC3=CC=CC=C23)CNC2=CC=CC=C2)C2=C(C=CC=C2)C(C)C)C(=CC=C1)C(C)C (2,6-Diisopropyl-N-((2-isopropylphenyl)(6-(2-((phenylamino)methyl)naphthalen-1-yl)pyridin-2-yl)methyl)aniline). As a reaction SMILES: [CH:1]([C:3]1[N:8]=[C:7]([C:9]2[C:18]3[C:13](=[CH:14][CH:15]=[CH:16][CH:17]=3)C=CC=2CN(C2C=CC=CC=2)C(=O)OC(C)(C)C)[CH:6]=[CH:5][CH:4]=1)=O.[CH:34]([C:37]1[CH:43]=[CH:42][CH:41]=[C:40]([CH:44]([CH3:46])[CH3:45])[C:38]=1[NH2:39])([CH3:36])[CH3:35].O.[C:48]1(C)[CH:53]=[CH:52][C:51](S(O)(=O)=O)=[CH:50][CH:49]=1.[CH:59]([C:62]1[CH:67]=[CH:66][CH:65]=[CH:64][C:63]=1[Li])([CH3:61])[CH3:60]>O.CCOCC.O1CCCC1>[CH:44]([C:40]1[CH:41]=[CH:42][CH:43]=[C:37]([CH:34]([CH3:36])[CH3:35])[C:38]=1[NH:39][CH:1]([C:63]1[CH:64]=[CH:65][CH:66]=[CH:67][C:62]=1[CH:59]([CH3:61])[CH3:60])[C:3]1[CH:4]=[CH:5][CH:6]=[C:7]([C:9]2[C:18]3[C:13](=[CH:14][CH:15]=[CH:16][CH:17]=3)[CH:4]=[CH:5][C:6]=2[CH2:7][NH:8][C:48]2[CH:49]=[CH:50][CH:51]=[CH:52][CH:53]=2)[N:8]=1)([CH3:46])[CH3:45] |f:2.3|. Procedure details: Compound 5a (2.28 g, 5.18 mmol), tetrahydrofuran (50 mL), and 4 angstrom molecular sieves (ca. 20 mL) were combined. Then 2,6-diisopropylaniline (0.918 g, 5.18 mmol) and a catalytic amount of p-toluenesulfonic acid monohydrate (0.005 g, 0.03 mmol) were added. The mixture was heated to 45° C. for 14 hours. Then the mixture was filtered and fresh molecular sieves (ca. 15 mL) were added followed by additional p-toluenesulfonic acid monohydrate (0.005 g, 0.03 mmol). After heating at 50° C. for 2 hou... Run in CC(=O)N(C)C (DMA), CC(=O)N(C)C (DMA), CC(=O)N(C)C (DMA). Yield: 5.2%. The reactants are CC(C)(C)NS(=O)(=O)c1cncc(Br)c1, CC(C)n1ccnc1. The product is CC(C)n1cncc1-c1cncc(S(=O)(=O)NC(C)(C)C)c1. Run at temperature 120 celsius, time 24 hour. The reagents and catalysts are CC(C)(C)c1ccc(-c2ccc(C(C)(C)C)cc2)cc1 (4,4'-di-tert-butylbiphenyl), CC(C)(C)C(=O)[O-].[K+] (KOPiv), Cl[Pd]CC=C.C=CC[Pd]Cl ([Pd(allyl)Cl]2), CN(C)c1ccc(P(C2CCCCC2)C2CCCCC2)cc1 (A-caPhos).